From a dataset of the Open Reaction Database (ORD), a public repository of structured organic reaction records. describe an organic reaction: reactants, conditions, products, and yield Reported procedure: To a solution of 2-methylamino-4-formyl-5-(4-pyridyl)thiazole (1.1 g) in a mixture of tetrahydrofuran (40 ml) and water (40 ml) was added triphenyl (4-pyridylmethyl)phosphonium iodide hydrochloride (7.8 g). The resultant mixture was stirred at ambient temperature for 3 hours, during which time the mixture was maintained at pH 9.5 to 10 with 20% aqueous potassium carbonate. The reaction mixture was adjusted to pH 1.0 with 10% hydrochloric acid and washed with ethyl acetate. The aqueous solution w... Starting materials: C([O-])([O-])=O.[K+].[K+] (potassium carbonate), Cl (hydrochloric acid), Cl.[I-].C1(=CC=CC=C1)[P+](CC1=CC=NC=C1)(C1=CC=CC=C1)C1=CC=CC=C1 (triphenyl (4-pyridylmethyl)phosphonium iodide hydrochloride), CNC=1SC(=C(N1)C=O)C1=CC=NC=C1 (2-methylamino-4-formyl-5-(4-pyridyl)thiazole), resultant mixture. Product: CNC=1SC(=C(N1)C=CC1=CC=NC=C1)C1=CC=NC=C1 (2-methylamino-4-[2-(4-pyridyl)vinyl]-5-(4-pyridyl)thiazole). RXN SMILES: [CH3:1][NH:2][C:3]1[S:4][C:5]([C:10]2[CH:15]=[CH:14][N:13]=[CH:12][CH:11]=2)=[C:6]([CH:8]=O)[N:7]=1.Cl.[I-].C1([P+](C2C=CC=CC=2)(C2C=CC=CC=2)[CH2:25][C:26]2[CH:31]=[CH:30][N:29]=[CH:28][CH:27]=2)C=CC=CC=1.C(=O)([O-])[O-].[K+].[K+].Cl>O1CCCC1.O>[CH3:1][NH:2][C:3]1[S:4][C:5]([C:10]2[CH:15]=[CH:14][N:13]=[CH:12][CH:11]=2)=[C:6]([CH:8]=[CH:25][C:26]2[CH:31]=[CH:30][N:29]=[CH:28][CH:27]=2)[N:7]=1 |f:1.2.3,4.5.6|. The solvent is O1CCCC1 (tetrahydrofuran), O (water). Yield: 10.8%. Starting materials: C1CCC(CC1)CCC=O, CC1=CN=C(C=C1)N, [C-]#[N+]C1CCCCC1. The reagents and catalysts are O=C(O)C(F)(F)F (trifluoroacetic acid). The solvent is CC(C)O (isopropyl alcohol), CC(C)O (isopropylalcohol). Run at temperature 22 celsius, time 20 hour. Product: Cc1ccc2nc(CCC3CCCCC3)c(NC3CCCCC3)n2c1. The yield is 79.1%. Reaction SMILES: CC1=CC=C(N)N=C1.[C-]#[N+]C1CCCCC1.O=CCCC1CCCCC1>>CC1=CN2C(C=C1)=NC(CCC1CCCCC1)=C2NC1CCCCC1. Starting materials: C(C)(C)(C)C1=CC(=C(C(=C1O)C)CNCCCC)C (6-t-butyl-3-(butylaminomethyl)-2,4-dimethylphenol), C1(=CC(=CC=C1)S(=O)(=O)Cl)S(=O)(=O)Cl (1,3-benzenedisulfonyl chloride), [OH-].[Na+] (caustic soda). Solvent: CC(=O)C (acetone), O (water). Reaction conditions: time 15 hour. Product: C(CCC)N(S(=O)(=O)C1=CC(=CC=C1)S(=O)(=O)N(CC1=C(C(=C(C=C1C)C(C)(C)C)O)C)CCCC)CC1=C(C(=C(C=C1C)C(C)(C)C)O)C (N,N'-Dibutyl-N,N'-Bis(4-t-butyl-3-hydroxy-2,6-dimethylbenzyl)-m-Benzenedisulfonamide). The yield is 100.1%. Reaction SMILES: [C:1]([C:5]1[C:10]([OH:11])=[C:9]([CH3:12])[C:8]([CH2:13][NH:14][CH2:15][CH2:16][CH2:17][CH3:18])=[C:7]([CH3:19])[CH:6]=1)([CH3:4])([CH3:3])[CH3:2].[C:20]1([S:30](Cl)(=[O:32])=[O:31])[CH:25]=[CH:24][CH:23]=[C:22]([S:26](Cl)(=[O:28])=[O:27])[CH:21]=1.[OH-:34].[Na+]>CC(C)=O.O>[CH2:15]([N:14]([CH2:13][C:8]1[C:9]([CH3:12])=[CH:10][C:5]([C:1]([CH3:4])([CH3:3])[CH3:2])=[C:6]([OH:34])[C:7]=1[CH3:19])[S:30]([C:20]1[CH:25]=[CH:24][CH:23]=[C:22]([S:26]([N:14]([CH2:15][CH2:16][CH2:17][CH3:18])[CH2:13][C:8]2[C:7]([CH3:19])=[CH:6][C:5]([C:1]([CH3:4])([CH3:3])[CH3:2])=[C:10]([OH:11])[C:9]=2[CH3:12])(=[O:28])=[O:27])[CH:21]=1)(=[O:32])=[O:31])[CH2:16][CH2:17][CH3:18] |f:2.3|. Reported procedure: To a stirred solution of 6-t-butyl-3-(butylaminomethyl)-2,4-dimethylphenol (5.26 grams; 0.02 mole) in acetone (40 mls) is slowly added 1,3-benzenedisulfonyl chloride (2.75 grams; 0.01 mole) while maintaining the temperature at 25°-30° C. by cooling. To this mixture is slowly added a solution of 50% caustic soda (1.6 grams; 0.02 mole) in water (22 mls) while maintaining the temperature at 25°-30° C. by cooling. The mixture is allowed to come to room temperature and stirred for 15 hours. The mixtu...